Dataset: the Open Reaction Database (ORD), a public repository of structured organic reaction records. Task: describe an organic reaction: reactants, conditions, products, and yield Reactants: N#CC1CC(F)CN1C(=O)CNC12CCC(C(=O)O)(CC1)CC2, CC(C)(C)CCN. Yields the product CC(C)(C)CCNC(=O)C12CCC(NCC(=O)N3CC(F)CC3C#N)(CC1)CC2. As a reaction SMILES: [C:1](=[O:2])([OH:3])[C:4]12[CH2:5][CH2:6][C:7]([NH:12][CH2:13][C:14](=[O:15])[N:16]3[CH:17]([C:22]#[N:23])[CH2:18][CH:19]([F:21])[CH2:20]3)([CH2:8][CH2:9]1)[CH2:10][CH2:11]2.[CH3:24][C:25]([CH2:26][CH2:27][NH2:28])([CH3:29])[CH3:30]>>[C:1](=[O:3])([C:4]12[CH2:5][CH2:6][C:7]([NH:12][CH2:13][C:14](=[O:15])[N:16]3[CH:17]([C:22]#[N:23])[CH2:18][CH:19]([F:21])[CH2:20]3)([CH2:8][CH2:9]1)[CH2:10][CH2:11]2)[NH:28][CH2:27][CH2:26][C:25]([CH3:24])([CH3:29])[CH3:30]. Reactants: [OH-].[Na+] (sodium hydroxide), ClC1=C(C=C(C=C1)[N+](=O)[O-])OCCN(C)C (4-chloro-3-(2-dimethylaminoethoxy)nitrobenzene), Cl[Sn]Cl (SnCl2). Run in O (water), CCO (EtOH), Cl (hydrochloric acid). Product: ClC1=C(C=C(N)C=C1)OCCN(C)C (4-Chloro-3-(2-dimethylaminoethoxy)aniline). RXN SMILES: [Cl:1][C:2]1[CH:7]=[CH:6][C:5]([N+:8]([O-])=O)=[CH:4][C:3]=1[O:11][CH2:12][CH2:13][N:14]([CH3:16])[CH3:15].Cl[Sn]Cl.[OH-].[Na+]>CCO.Cl.O>[Cl:1][C:2]1[CH:7]=[CH:6][C:5]([NH2:8])=[CH:4][C:3]=1[O:11][CH2:12][CH2:13][N:14]([CH3:16])[CH3:15] |f:2.3|. Procedure details: To 4-chloro-3-(2-dimethylaminoethoxy)nitrobenzene (D5, 1.5 g, 0.006 mol) in EtOH (25 ml) at 60° C., was added SnCl2 (4.2 g) in concentrated hydrochloric acid (7.6 ml) dropwise. The mixture was then heated under reflux for 30 mins and after cooling to room temperature, diluted with water (50 ml), and basified by addition of 40% aq. sodium hydroxide. Starting materials: CCCC[Sn](CCCC)(CCCC)c1cnnn1-c1ccc(C#N)cc1, CNC(=O)c1cc(I)c(C)n(-c2cccc(C(F)(F)F)c2)c1=O, COCCOC. Product: CNC(=O)c1cc(-c2cnnn2-c2ccc(C#N)cc2)c(C)n(-c2cccc(C(F)(F)F)c2)c1=O. As a reaction SMILES: [CH2:1]([Sn:2]([CH2:3][CH2:4][CH2:5][CH3:19])([c:6]1[cH:7][n:8][n:9][n:10]1-[c:11]1[cH:12][cH:13][c:14]([C:15]#[N:16])[cH:17][cH:18]1)[CH2:20][CH2:21][CH2:22][CH3:23])[CH2:24][CH2:25][CH3:26].[CH3:27][NH:28][C:29](=[O:30])[c:31]1[c:32](=[O:49])[n:33](-[c:39]2[cH:40][c:41]([C:45]([F:46])([F:47])[F:48])[cH:42][cH:43][cH:44]2)[c:34]([CH3:38])[c:35]([I:37])[cH:36]1.[CH3:50][O:51][CH2:52][CH2:53][O:54][CH3:55]>>[c:6]1(-[c:35]2[c:34]([CH3:38])[n:33](-[c:39]3[cH:40][c:41]([C:45]([F:46])([F:47])[F:48])[cH:42][cH:43][cH:44]3)[c:32](=[O:49])[c:31]([C:29]([NH:28][CH3:27])=[O:30])[cH:36]2)[cH:7][n:8][n:9][n:10]1-[c:11]1[cH:12][cH:13][c:14]([C:15]#[N:16])[cH:17][cH:18]1.